This data is from the Open Reaction Database (ORD), a public repository of structured organic reaction records. The task is: describe an organic reaction: reactants, conditions, products, and yield Reactants: C(C)(=O)O (Acetic acid), solution, [H-].C(C(C)C)[Al+]CC(C)C (diisobutylaluminum hydride), C(C1=CC=CC=C1)OC1=CC=C(OC(C(=O)OC)C)C=C1 (methyl 2-[p-(benzyloxy)phenoxy]propionate). Solvent: C1(=CC=CC=C1)C (toluene), C1(=CC=CC=C1)C (toluene), hexanes. Reaction conditions: temperature -65 celsius, time 5 hour. Product: C(C1=CC=CC=C1)OC1=CC=C(OC(C=O)C)C=C1 (2-[p-(Benzyloxy)phenoxy]propionaldehyde). Yield: 42.5%. As a reaction SMILES: [H-].C([Al+]CC(C)C)C(C)C.[CH2:11]([O:18][C:19]1[CH:31]=[CH:30][C:22]([O:23][CH:24]([CH3:29])[C:25](OC)=[O:26])=[CH:21][CH:20]=1)[C:12]1[CH:17]=[CH:16][CH:15]=[CH:14][CH:13]=1.C(O)(=O)C>C1(C)C=CC=CC=1>[CH2:11]([O:18][C:19]1[CH:20]=[CH:21][C:22]([O:23][CH:24]([CH3:29])[CH:25]=[O:26])=[CH:30][CH:31]=1)[C:12]1[CH:13]=[CH:14][CH:15]=[CH:16][CH:17]=1 |f:0.1|. Procedure details: A 1.5 molar solution of diisobutylaluminum hydride in toluene (138 mL, 0.207 mol) is added dropwise to a mixture of methyl 2-[p-(benzyloxy)phenoxy]propionate (56.4 g, 0.197 mol) in toluene at -65° C. under a nitrogen atmosphere. The reaction mixture is stirred at -65° C. for 5 hours. Acetic acid (70 mL) is added dropwise and the reaction mixture is warmed to room temperature, diluted with hexanes, washed with 10% hydrochloric acid solution and water, dried and concentrated in vacuo to obtain an ... Reactants: Cl (hydrochloric acid), N1(C=NC=C1)C1=CC=C(OCCCCCCCCCCN2C(C3=CC=CC=C3C2=O)=O)C=C1 (2-[10-[4-(1H-Imidazol-1-yl)phenoxy]decyl]-1H-isoindole-1,3(2H)-dione), C1(=C(C(=C(C(=C1F)F)F)N)F)N.Cl.Cl (dihydrochloride), amino, NN (hydrazine). Solvent: C(C)O (ethanol), C(C)O (ethanol). Product: N1(C=NC=C1)C1=CC=C(OCCCCCCCCCCN)C=C1 (10-[4-(1H-Imidazol-1-yl)phenoxy]decaneamine). As a reaction SMILES: [N:1]1([C:6]2[CH:33]=[CH:32][C:9]([O:10][CH2:11][CH2:12][CH2:13][CH2:14][CH2:15][CH2:16][CH2:17][CH2:18][CH2:19][CH2:20][N:21]3C(=O)C4C(=CC=CC=4)C3=O)=[CH:8][CH:7]=2)[CH:5]=[CH:4][N:3]=[CH:2]1.NN.C1(N)C(F)=C(F)C(F)=C(N)C=1F.Cl.Cl.Cl>C(O)C>[N:1]1([C:6]2[CH:33]=[CH:32][C:9]([O:10][CH2:11][CH2:12][CH2:13][CH2:14][CH2:15][CH2:16][CH2:17][CH2:18][CH2:19][CH2:20][NH2:21])=[CH:8][CH:7]=2)[CH:5]=[CH:4][N:3]=[CH:2]1 |f:2.3.4|. Reported procedure: 2-[10-[4-(1H-imidazol-1-yl)phenoxy]decyl]-1H-isoindole-1,3(2H)-dione (Example 65) is converted to the free amino derivative by treatment with hydrazine in a refluxing ethanol solution. A portion is converted to its dihydrochloride salt by treatment with concentrated hydrochloric acid in ethanol to give the desired compound, m.p. 190°-192° C. The free base is obtained by treatment with excess 10N NaOH. Reactants: FC=1C=C(C=CC1F)C(C(C)O)=NO (1-(3,4-difluorophenyl)-2-hydroxy-propan-1-one-oxime), solution, [H-].[H-].[H-].[H-].[Li+].[Al+3] (LiAlH4), CCOCC (ether). Reaction conditions: time 2 hour. Yields the product NC(C(C)O)C1=CC(=C(C=C1)F)F (1-amino-1-(3,4-difluorophenyl)-propan-2-ol), syrup. Yield: 66.0%. RXN SMILES: [F:1][C:2]1[CH:3]=[C:4]([C:9](=[N:13]O)[CH:10]([OH:12])[CH3:11])[CH:5]=[CH:6][C:7]=1[F:8].[H-].[H-].[H-].[H-].[Li+].[Al+3].CCOCC>>[NH2:13][CH:9]([C:4]1[CH:5]=[CH:6][C:7]([F:8])=[C:2]([F:1])[CH:3]=1)[CH:10]([OH:12])[CH3:11] |f:1.2.3.4.5.6|. Procedure details: To a well stirred solution of 1-(3,4-difluorophenyl)-2-hydroxy-propan-1-one-oxime (5.8 g, 28.4 mmol), was added a 1.0 M solution of LiAlH4 in ether (90 mL, 90 mmol) dropwise at 0° C. The resulting yellow solution was then stirred at room temperature for 2 h. The reaction mixture was cooled to 0° C. and then carefully quenched sequentially with 3.5 mL of water, 3.5 mL of 3N NaOH followed by 10.5 mL of water. The resulting suspension was filtered thro′ a fritted glass funnel. To the residue was ad... Yield: 66.8%. Reactants: FC1=CC=C(CN2CC3(CCC2)OC2=C(C(N3)=O)C=C(C=C2)/C=C/C(=O)NOC2OCCCC2)C=C1 ((±)-(E)-3-{1′-(4-fluoro-benzyl)-3,4-dihydro-4-oxo-spiro[2H-(1,3)-benzoxazine-2,3′-piperidin]-6-yl}-N-(tetrahydro-pyran-2-yloxy)-acrylamide), Cl (HCl). Yields the product FC1=CC=C(CN2CC3(CCC2)OC2=C(C(N3)=O)C=C(C=C2)/C=C/C(=O)NO)C=C1 ((±)-(E)-3-{1′-(4-fluoro-benzyl)-3,4-dihydro-4-oxo-spiro[2H-(1,3)-benzoxazine-2,3′-piperidin]-6-yl}-N-hydroxy-acrylamide). RXN SMILES: [F:1][C:2]1[CH:36]=[CH:35][C:5]([CH2:6][N:7]2[CH2:12][CH2:11][CH2:10][C:9]3([NH:17][C:16](=[O:18])[C:15]4[CH:19]=[C:20](/[CH:23]=[CH:24]/[C:25]([NH:27][O:28]C5CCCCO5)=[O:26])[CH:21]=[CH:22][C:14]=4[O:13]3)[CH2:8]2)=[CH:4][CH:3]=1.Cl>C(Cl)Cl.O1CCOCC1>[F:1][C:2]1[CH:3]=[CH:4][C:5]([CH2:6][N:7]2[CH2:12][CH2:11][CH2:10][C:9]3([NH:17][C:16](=[O:18])[C:15]4[CH:19]=[C:20](/[CH:23]=[CH:24]/[C:25]([NH:27][OH:28])=[O:26])[CH:21]=[CH:22][C:14]=4[O:13]3)[CH2:8]2)=[CH:35][CH:36]=1. Procedure details: A solution of (±)-(E)-3-{1′-(4-fluoro-benzyl)-3,4-dihydro-4-oxo-spiro[2H-(1,3)-benzoxazine-2,3′-piperidin]-6-yl}-N-(tetrahydro-pyran-2-yloxy)-acrylamide (45 mg, 0.091 mmol) in DCM (5 ml) was treated with 4 M HCl in dioxane (0.5 ml) as described in Example 30, STEP C to give (±)-(E)-3-{1′-(4-fluoro-benzyl)-3,4-dihydro-4-oxo-spiro[2H-(1,3)-benzoxazine-2,3′-piperidin]-6-yl}-N-hydroxy-acrylamide (25 mg, hydrochloride salt) as a white solid. Run in C(Cl)Cl (DCM), O1CCOCC1 (dioxane). Starting materials: CCOCC, C1CCOC1, O=C1CCN(CC(c2ccccc2)c2ccccc2)CC1C1(O)CCN(CC(c2ccccc2)c2ccccc2)CC1. Yields the product OC1CCN(CC(c2ccccc2)c2ccccc2)CC1C1(O)CCN(CC(c2ccccc2)c2ccccc2)CC1. Reaction SMILES: [CH2:43]([O:44][CH2:45][CH3:46])[CH3:47].[O:48]1[CH2:49][CH2:50][CH2:51][CH2:52]1.[c:1]1([CH:7]([CH2:8][N:9]2[CH2:10][CH:11]([C:16]3([OH:36])[CH2:17][CH2:18][N:19]([CH2:22][CH:23]([c:24]4[cH:25][cH:26][cH:27][cH:28][cH:29]4)[c:30]4[cH:31][cH:32][cH:33][cH:34][cH:35]4)[CH2:20][CH2:21]3)[C:12](=[O:15])[CH2:13][CH2:14]2)[c:37]2[cH:38][cH:39][cH:40][cH:41][cH:42]2)[cH:2][cH:3][cH:4][cH:5][cH:6]1>>[c:1]1([CH:7]([CH2:8][N:9]2[CH2:10][CH:11]([C:16]3([OH:36])[CH2:17][CH2:18][N:19]([CH2:22][CH:23]([c:24]4[cH:25][cH:26][cH:27][cH:28][cH:29]4)[c:30]4[cH:31][cH:32][cH:33][cH:34][cH:35]4)[CH2:20][CH2:21]3)[CH:12]([OH:15])[CH2:13][CH2:14]2)[c:37]2[cH:38][cH:39][cH:40][cH:41][cH:42]2)[cH:2][cH:3][cH:4][cH:5][cH:6]1.